From a dataset of the Open Reaction Database (ORD), a public repository of structured organic reaction records. describe an organic reaction: reactants, conditions, products, and yield Procedure: 5 g of the 1-methyl-3-phenoxypropyldimethylamine thus obtained was reacted with 30 ml of 40% hydrobromic acid at 150° C. for 7 hours with stirring. The reaction solution was cooled, 20 ml of chloroform was added and then the solution was separated. The hydrobromic acid was removed under reduced pressure and the residue was recrystallized from 5 ml of ethyl alcohol to give 4.46 g of 1-methyl-3-bromopropyldimethylamine hydrobromide in a yield of 79%. The product is Br.CC(CCBr)N(C)C (1-methyl-3-bromopropyldimethylamine hydrobromide). Yield: 79.0%. As a reaction SMILES: [CH3:1][CH:2]([N:12]([CH3:14])[CH3:13])[CH2:3][CH2:4]OC1C=CC=CC=1.[BrH:15]>C(Cl)(Cl)Cl>[BrH:15].[CH3:1][CH:2]([N:12]([CH3:14])[CH3:13])[CH2:3][CH2:4][Br:15] |f:3.4|. Solvent: C(Cl)(Cl)Cl (chloroform). Starting materials: CC(CCOC1=CC=CC=C1)N(C)C (1-methyl-3-phenoxypropyldimethylamine), Br (hydrobromic acid). Starting materials: O=C([O-])O, CC(C)O, CCOC(C)=O, C=Cc1ccc(C#N)cc1, Cl, NO, [Na+]. Yields the product C=Cc1ccc(C(N)=NO)cc1. As a reaction SMILES: [C:14](=[O:15])([OH:16])[O-:17].[CH3:19][CH:20]([OH:21])[CH3:22].[CH3:23][CH2:24][O:25][C:26](=[O:27])[CH3:28].[CH:1](=[CH2:2])[c:3]1[cH:4][cH:5][c:6]([C:7]#[N:8])[cH:9][cH:10]1.[ClH:11].[NH2:12][OH:13].[Na+:18]>>[CH:1](=[CH2:2])[c:3]1[cH:4][cH:5][c:6]([C:7]([NH2:8])=[N:12][OH:13])[cH:9][cH:10]1. The reactants are ClC1=C(C=CC=C1Cl)C1C(=C(NC=2CC(CC(C12)=O)(C)C)C)C(=O)OC(C)C (Isopropyl 4-(2,3-dichlorophenyl)-5-oxo-2,7,7-trimethyl-1,4,5,6,7,8-hexa-hydroquinoline-3-carboxylate). Reagents/catalysts: O=[Mn]=O (MnO2). The solvent is C(Cl)Cl (CH2Cl2). Yields the product ClC1=C(C=CC=C1Cl)C1=C(C(=NC=2CC(CC(C12)=O)(C)C)C)C(=O)OC(C)C (Isopropyl 4-(2,3-dichlorophenyl)-2,7,7-trimethyl-5-oxo-5,6,7,8-tetrahydroquinoline-3-carboxylate). Reaction SMILES: [Cl:1][C:2]1[C:7]([Cl:8])=[CH:6][CH:5]=[CH:4][C:3]=1[CH:9]1[C:18]2[C:17](=[O:19])[CH2:16][C:15]([CH3:21])([CH3:20])[CH2:14][C:13]=2[NH:12][C:11]([CH3:22])=[C:10]1[C:23]([O:25][CH:26]([CH3:28])[CH3:27])=[O:24]>C(Cl)Cl.O=[Mn]=O>[Cl:1][C:2]1[C:7]([Cl:8])=[CH:6][CH:5]=[CH:4][C:3]=1[C:9]1[C:18]2[C:17](=[O:19])[CH2:16][C:15]([CH3:20])([CH3:21])[CH2:14][C:13]=2[N:12]=[C:11]([CH3:22])[C:10]=1[C:23]([O:25][CH:26]([CH3:28])[CH3:27])=[O:24]. Procedure details: 1.6 g (3.8 mmol) of the compound from Example V are dissolved in 350 ml of CH2Cl2 and treated with 7.5 g of MnO2. The mixture is kept under reflux for 2 h, solid is filtered off with suction through Celite and the filtrate is concentrated. The residue crystallizes from ether/petroleum ether. 1.1 g (69% of theory) of the title compound are obtained. Reactants: Cl.ClC1=CC=C(CN(N)C2=CC=C(C=C2)Cl)C=C1 (1-(4-chlorobenzyl)-1-(4-chlorophenyl)hydrazine hydrochloride), CCOC(=O)CC1CCCCC1=O (ethyl 2-cyclohexanone acetate). The product is ClC1=CC=C(CN2C3=CC=C(C=C3C=3CCCC(C23)CC(=O)OCC)Cl)C=C1 (Ethyl 9-p-chlorobenzyl-6-chloro-1,2,3,4-tetrahydrocarbazol-1-yl-acetate). Reaction SMILES: Cl.[Cl:2][C:3]1[CH:18]=[CH:17][C:6]([CH2:7][N:8]([C:10]2[CH:15]=[CH:14][C:13]([Cl:16])=[CH:12][CH:11]=2)N)=[CH:5][CH:4]=1.[CH3:19][CH2:20][O:21][C:22]([CH2:24][CH:25]1[C:30](=O)[CH2:29][CH2:28][CH2:27][CH2:26]1)=[O:23]>>[Cl:2][C:3]1[CH:18]=[CH:17][C:6]([CH2:7][N:8]2[C:26]3[CH:25]([CH2:24][C:22]([O:21][CH2:20][CH3:19])=[O:23])[CH2:30][CH2:29][CH2:28][C:27]=3[C:15]3[C:10]2=[CH:11][CH:12]=[C:13]([Cl:16])[CH:14]=3)=[CH:5][CH:4]=1 |f:0.1|. Procedure details: Following the procedure of Example 1, but using 1-(4-chlorobenzyl)-1-(4-chlorophenyl)hydrazine hydrochloride and ethyl 2-cyclohexanone acetate as stating materials, the title compound was prepared. Starting materials: COc1cc2c(Oc3ccc4c(c3)CCCN4C(=O)OC(C)(C)C)ncnc2cc1OCCCN1CCOCC1, ClCCl, O=C(O)C(F)(F)F. Product: COc1cc2c(Oc3ccc4c(c3)CCCN4)ncnc2cc1OCCCN1CCOCC1. RXN SMILES: [CH3:1][O:2][c:3]1[cH:4][c:5]2[c:6]([O:23][c:24]3[cH:25][c:26]4[c:31]([cH:32][cH:33]3)[N:30]([C:34]([O:35][C:36]([CH3:37])([CH3:38])[CH3:39])=[O:40])[CH2:29][CH2:28][CH2:27]4)[n:7][cH:8][n:9][c:10]2[cH:11][c:12]1[O:13][CH2:14][CH2:15][CH2:16][N:17]1[CH2:18][CH2:19][O:20][CH2:21][CH2:22]1.[Cl:48][CH2:49][Cl:50].[F:41][C:42]([F:43])([F:44])[C:45]([OH:46])=[O:47]>>[CH3:1][O:2][c:3]1[cH:4][c:5]2[c:6]([O:23][c:24]3[cH:25][c:26]4[c:31]([cH:32][cH:33]3)[NH:30][CH2:29][CH2:28][CH2:27]4)[n:7][cH:8][n:9][c:10]2[cH:11][c:12]1[O:13][CH2:14][CH2:15][CH2:16][N:17]1[CH2:18][CH2:19][O:20][CH2:21][CH2:22]1. The reactants are N1(CCCCC1)CC1=CC(=NC=C1)OCCCN (3-[4-(Piperidinomethyl)pyrid-2-yloxy]propylamine), O=C1NC2=CC=CC=C2C(N1)=S (2-oxo-4-thiono-1,2,3,4-tetrahydroquinazoline). Run in CN(C=O)C (dimethylformamide). The product is O=C1NC2=CC=CC=C2C(=N1)NCCCOC1=NC=CC(=C1)CN1CCCCC1 (2-Oxo-4-[3-[4-(piperidinomethyl)pyrid-2-yloxy]propylamino]1,2-dihydroquinazoline). Reaction SMILES: [N:1]1([CH2:7][C:8]2[CH:13]=[CH:12][N:11]=[C:10]([O:14][CH2:15][CH2:16][CH2:17][NH2:18])[CH:9]=2)[CH2:6][CH2:5][CH2:4][CH2:3][CH2:2]1.[O:19]=[C:20]1[NH:29][C:28](=S)[C:27]2[C:22](=[CH:23][CH:24]=[CH:25][CH:26]=2)[NH:21]1>CN(C)C=O>[O:19]=[C:20]1[N:29]=[C:28]([NH:18][CH2:17][CH2:16][CH2:15][O:14][C:10]2[CH:9]=[C:8]([CH2:7][N:1]3[CH2:6][CH2:5][CH2:4][CH2:3][CH2:2]3)[CH:13]=[CH:12][N:11]=2)[C:27]2[C:22](=[CH:23][CH:24]=[CH:25][CH:26]=2)[NH:21]1. Procedure details: 3-[4-(Piperidinomethyl)pyrid-2-yloxy]propylamine (2.03 g) and 2-oxo-4-thiono-1,2,3,4-tetrahydroquinazoline (1.24 g) were stirred in dimethylformamide (5 ml) at ambient temperature for 5 days. The reaction mixture was filtered to afford a solid that was washed with cold dimethylformamide and diethyl ether to yield the title product (1.25 g), m.p. 189°-192° C. (recrystallised from isopropanol). Starting materials: CC1=CC=C(NC=2SC3=C(C(N2)=O)C=CC=N3)C=C1 (2-(4-methylanilino)-4H-pyrido[3,2-e]-1,3-thiazin-4-one), [H-].[Li+] (lithium hydride), C(CCC)I (butyl iodide). The product is C(CCC)N1C(SC2=C(C1=O)C=CC=N2)=NC2=CC=C(C=C2)C (3-butyl-2,3-dihydro-2-[(4-methylphenyl)imino]-4H-pyrido[3,2-e]-1,3-thiazin-4-one). The yield is 52.0%. Reaction SMILES: [CH3:1][C:2]1[CH:19]=[CH:18][C:5]([NH:6][C:7]2[S:8][C:9]3[N:17]=[CH:16][CH:15]=[CH:14][C:10]=3[C:11](=[O:13])[N:12]=2)=[CH:4][CH:3]=1.[H-].[Li+].[CH2:22](I)[CH2:23][CH2:24][CH3:25]>>[CH2:22]([N:12]1[C:11](=[O:13])[C:10]2[CH:14]=[CH:15][CH:16]=[N:17][C:9]=2[S:8][C:7]1=[N:6][C:5]1[CH:18]=[CH:19][C:2]([CH3:1])=[CH:3][CH:4]=1)[CH2:23][CH2:24][CH3:25] |f:1.2|. Procedure: The reaction procedure of Example 11 was followed except that 909 mg (3.38 mmol) of 2-(4-methylanilino)-4H-pyrido[3,2-e]-1,3-thiazin-4-one, 27 mg of lithium hydride and 621 mg of butyl iodide were used. The resulting residue was then purified through silica gel column chromatography (eluant: chloroform) to obtain 571 mg of 3-butyl-2,3-dihydro-2-[(4-methylphenyl)imino]-4H-pyrido[3,2-e]-1,3-thiazin-4-one (52%, recrystallized from a mixture of ether and hexane) as a low polarity substance and 157 m...